This data is from the Open Reaction Database (ORD), a public repository of structured organic reaction records. The task is: describe an organic reaction: reactants, conditions, products, and yield The reactants are BrC=1C(=NC(=C(N1)C(N)=O)NC1=CC=C(C=C1)N1CCC(CC1)N1CCN(CC1)C)N[C@H]1CN(CC1)C(=O)OC(C)(C)C (tert-butyl (3R)-3-{[3-bromo-5-carbamoyl-6-({4-[4-(4-methylpiperazin-1-yl)piperidin-1-yl]phenyl}amino)pyrazin-2-yl]amino}pyrrolidine-1-carboxylate), N1=CC=C(C=C1)B(O)O (pyridin-4-ylboronic acid), CN1C(CCC1)=O (N-methylpyrrolidone), tetrakistriphenylphosphine palladium (0), C([O-])([O-])=O.[Na+].[Na+] (sodium carbonate). Solvent: O (water), C(C)(=O)OCC (ethyl acetate). Reaction conditions: temperature 100 celsius, time 4 hour. Yields the product C(N)(=O)C=1N=C(C(=NC1NC1=CC=C(C=C1)N1CCC(CC1)N1CCN(CC1)C)N[C@H]1CN(CC1)C(=O)OC(C)(C)C)C1=CC=NC=C1 (tert-butyl (3R)-3-{[5-carbamoyl-6-({4-[4-(4-methylpiperazin-1-yl)piperidin-1-yl]phenyl}amino)-3-(pyridin-4-yl)pyrazin-2-yl]amino}pyrrolidine-1-carboxylate). Isolated yield 74.2%. As a reaction SMILES: Br[C:2]1[C:3]([NH:31][C@@H:32]2[CH2:36][CH2:35][N:34]([C:37]([O:39][C:40]([CH3:43])([CH3:42])[CH3:41])=[O:38])[CH2:33]2)=[N:4][C:5]([NH:11][C:12]2[CH:17]=[CH:16][C:15]([N:18]3[CH2:23][CH2:22][CH:21]([N:24]4[CH2:29][CH2:28][N:27]([CH3:30])[CH2:26][CH2:25]4)[CH2:20][CH2:19]3)=[CH:14][CH:13]=2)=[C:6]([C:8](=[O:10])[NH2:9])[N:7]=1.[N:44]1[CH:49]=[CH:48][C:47](B(O)O)=[CH:46][CH:45]=1.CN1CCCC1=O.C(=O)([O-])[O-].[Na+].[Na+]>O.C(OCC)(=O)C>[C:8]([C:6]1[N:7]=[C:2]([C:47]2[CH:48]=[CH:49][N:44]=[CH:45][CH:46]=2)[C:3]([NH:31][C@@H:32]2[CH2:36][CH2:35][N:34]([C:37]([O:39][C:40]([CH3:43])([CH3:42])[CH3:41])=[O:38])[CH2:33]2)=[N:4][C:5]=1[NH:11][C:12]1[CH:17]=[CH:16][C:15]([N:18]2[CH2:23][CH2:22][CH:21]([N:24]3[CH2:29][CH2:28][N:27]([CH3:30])[CH2:26][CH2:25]3)[CH2:20][CH2:19]2)=[CH:14][CH:13]=1)(=[O:10])[NH2:9] |f:3.4.5|. Reported procedure: Under an argon atmosphere, to a mixture of tert-butyl (3R)-3-{[3-bromo-5-carbamoyl-6-({4-[4-(4-methylpiperazin-1-yl)piperidin-1-yl]phenyl}amino)pyrazin-2-yl]amino}pyrrolidine-1-carboxylate (300 mg), pyridin-4-ylboronic acid (196 mg), and N-methylpyrrolidone (6 mL) were added tetrakistriphenylphosphine palladium (0) (79 mg) and a 2 M aqueous sodium carbonate solution (797 μL), followed by stirring at 100° C. for 4 hours. After leaving to be cooled, ethyl acetate and water were added thereto, foll... Reactants: N(=O)[O-].[Na+] (NaNO2), [OH-].[Na+] (NaOH), CN(C)CC=1N(C=CN1)C1=CC(=C(C=C1)N1C(NCCC1)=O)F (1-[4-(2-dimethylaminomethyl-imidazol-1-yl)-2-fluoro-phenyl]-tetrahydro-pyrimidin-2-one), C(C1=CC=CC=C1)=O (benzaldehyde). Reagents/catalysts: [Zn] (Zn). The solvent is OS(=O)(=O)O (H2SO4). Conditions: temperature 0 celsius, time 3 hour. Yields the product C(C1=CC=CC=C1)=NN1C(N(CCC1)C1=C(C=C(C=C1)N1C(=NC=C1)CN(C)C)F)=O (1-(Benzylidene-amino)-3-[4-(2-dimethylaminomethyl-imidazol-1-yl)-2-fluoro-phenyl]-tetrahydro-pyrimidin-2-one). Reaction SMILES: [CH3:1][N:2]([CH2:4][C:5]1[N:6]([C:10]2[CH:15]=[CH:14][C:13]([N:16]3[CH2:21][CH2:20][CH2:19][NH:18][C:17]3=[O:22])=[C:12]([F:23])[CH:11]=2)[CH:7]=[CH:8][N:9]=1)[CH3:3].[N:24]([O-])=O.[Na+].[CH:28](=O)[C:29]1[CH:34]=[CH:33][CH:32]=[CH:31][CH:30]=1.[OH-].[Na+]>OS(O)(=O)=O.[Zn]>[CH:28](=[N:24][N:18]1[CH2:19][CH2:20][CH2:21][N:16]([C:13]2[CH:14]=[CH:15][C:10]([N:6]3[CH:7]=[CH:8][N:9]=[C:5]3[CH2:4][N:2]([CH3:1])[CH3:3])=[CH:11][C:12]=2[F:23])[C:17]1=[O:22])[C:29]1[CH:34]=[CH:33][CH:32]=[CH:31][CH:30]=1 |f:1.2,4.5|. Procedure: Previously prepared 1-[4-(2-dimethylaminomethyl-imidazol-1-yl)-2-fluoro-phenyl]-tetrahydro-pyrimidin-2-one, (475.5 mg; 1.5 mmol) was dissolved in 10 mL of 10% H2SO4 solution. The mixture was then cooled to 0° C. and 103.5 mg, (1.5 mmol) of NaNO2 were added portionwise. After 3 h at 0° C., 245.2 mg (3.75 mmol) of Zn dust were added in small portions. Bubbling occurred immediately. After the end of intense bubbling, the cooling bath was removed, and the mixture stirred 1 h at the room temperature.... Product: C(C1=CC=CC=C1)OC1=C(C=CC(=C1)OCC1=CC=CC=C1)C(CBr)=O (1-(2,4-Bis-benzyloxyphenyl)-2-bromo-ethanone). As a reaction SMILES: [Br-:1].[Br-].[Br-].C1([N+](C)(C)C)C=CC=CC=1.C1([N+](C)(C)C)C=CC=CC=1.C1([N+](C)(C)C)C=CC=CC=1.[CH2:34]([O:41][C:42]1[CH:47]=[C:46]([O:48][CH2:49][C:50]2[CH:55]=[CH:54][CH:53]=[CH:52][CH:51]=2)[CH:45]=[CH:44][C:43]=1[C:56](=[O:58])[CH3:57])[C:35]1[CH:40]=[CH:39][CH:38]=[CH:37][CH:36]=1>O1CCCC1>[CH2:34]([O:41][C:42]1[CH:47]=[C:46]([O:48][CH2:49][C:50]2[CH:51]=[CH:52][CH:53]=[CH:54][CH:55]=2)[CH:45]=[CH:44][C:43]=1[C:56](=[O:58])[CH2:57][Br:1])[C:35]1[CH:36]=[CH:37][CH:38]=[CH:39][CH:40]=1 |f:0.1.2.3.4.5|. Reported procedure: Phenyltrimethylammonium tribromide (5.6 g, 0.015 mol) was added portionwise to a stirred solution of 1-(2,4-Bis-benzyloxyphenyl)-ethanone (5.0 g, 0.015 mol) in tetrahydrofuran (50 ml) and the mixture was stirred for 2 h. The mixture was partitioned between water (50 ml) and diethyl ether (2×50 ml). The combined organic phases were dried over magnesium sulphate and concentrated to give 1-(2,4-Bis-benzyloxyphenyl)-2-bromo-ethanone as a beige solid which was used without further purification. The solvent is O1CCCC1 (tetrahydrofuran). Starting materials: [Br-].[Br-].[Br-].C1(=CC=CC=C1)[N+](C)(C)C.C1(=CC=CC=C1)[N+](C)(C)C.C1(=CC=CC=C1)[N+](C)(C)C (Phenyltrimethylammonium tribromide), C(C1=CC=CC=C1)OC1=C(C=CC(=C1)OCC1=CC=CC=C1)C(C)=O (1-(2,4-Bis-benzyloxyphenyl)-ethanone). Run at time 2 hour. Reactants: BrC1=C2C=CC=CC2=C(C2=C1SC(=C2C)C)C2=CC(=C(C(=C2)C(C)C)O)C(C)C (4-(9-bromo-2,3-dimethyl-naphtho[2,3-b]thiophen-4-yl)-2,6-diisopropyl-phenol), BrCC(=O)OC (methyl bromoacetate), C([O-])([O-])=O.[K+].[K+] (potassium carbonate). Run in CN(C=O)C (N,N-dimethylformamide), O (water). Yields the product COC(COC1=C(C=C(C=C1C(C)C)C1=C2C=CC=CC2=C(C=2SC(=C(C21)C)C)Br)C(C)C)=O ([4-(9-Bromo-2,3-dimethyl-naphtho[2,3-b]thiophen-4-yl)-2. 6-diisopropyl-phenoxy]-acetic acid methyl ester). Isolated yield 87.5%. As a reaction SMILES: [Br:1][C:2]1[C:11]2[S:12][C:13]([CH3:16])=[C:14]([CH3:15])[C:10]=2[C:9]([C:17]2[CH:22]=[C:21]([CH:23]([CH3:25])[CH3:24])[C:20]([OH:26])=[C:19]([CH:27]([CH3:29])[CH3:28])[CH:18]=2)=[C:8]2[C:3]=1[CH:4]=[CH:5][CH:6]=[CH:7]2.Br[CH2:31][C:32]([O:34][CH3:35])=[O:33].C(=O)([O-])[O-].[K+].[K+]>CN(C)C=O.O>[CH3:35][O:34][C:32](=[O:33])[CH2:31][O:26][C:20]1[C:21]([CH:23]([CH3:24])[CH3:25])=[CH:22][C:17]([C:9]2[C:10]3[C:14]([CH3:15])=[C:13]([CH3:16])[S:12][C:11]=3[C:2]([Br:1])=[C:3]3[C:8]=2[CH:7]=[CH:6][CH:5]=[CH:4]3)=[CH:18][C:19]=1[CH:27]([CH3:29])[CH3:28] |f:2.3.4|. Procedure details: A solution of 4-(9-bromo-2,3-dimethyl-naphtho[2,3-b]thiophen-4-yl)-2,6-diisopropyl-phenol (0.42 g, 0.89 mmol), methyl bromoacetate (0.36 mL, 3.8 mmol), and potassium carbonate (0.42 g, 3.0 mmol) in anhydrous N,N-dimethylformamide (3.5 mL) at room temperature under nitrogen was stirred for 2 days. The reaction mixture was diluted with water and extracted with diethyl ether. Concentration under reduced pressure and chromatography with petroleum ether:ethyl acetate (95:5) gave the title compound as... The reactants are C(C)(C)N(C(CN1C2=C(N(C(C(C1=O)(CC=CC1=CC=CC=C1)C)=O)C1=CC=CC=C1)C=CC=C2)=O)C2=CC=CC=C2 (N-Isopropyl-2-[3-methyl-2,4-dioxo-5-phenyl-3-(3-phenyl-allyl)-2,3,4,5-tetrahydro-benzo[b][1,4]diazepin-1-yl]-N-phenyl acetamide). The reagents and catalysts are [Pd] (palladium on carbon). The solvent is C(C)O (ethanol). Reaction conditions: time 2 hour. Yields the product C(C)(C)N(C(CN1C2=C(N(C(C(C1=O)(CCCC1=CC=CC=C1)C)=O)C1=CC=CC=C1)C=CC=C2)=O)C2=CC=CC=C2 (N-Isopropyl-2-[3-methyl-2,4-dioxo-5-phenyl-3-(3-phenyl-propyl)-2,3,4,5-tetrahydro-benzo[b][1,4]diazepin-1-yl]-N-phenyl acetamide). The yield is 0.1%. Reaction SMILES: [CH:1]([N:4]([C:37]1[CH:42]=[CH:41][CH:40]=[CH:39][CH:38]=1)[C:5](=[O:36])[CH2:6][N:7]1[C:13](=[O:14])[C:12]([CH3:24])([CH2:15][CH:16]=[CH:17][C:18]2[CH:23]=[CH:22][CH:21]=[CH:20][CH:19]=2)[C:11](=[O:25])[N:10]([C:26]2[CH:31]=[CH:30][CH:29]=[CH:28][CH:27]=2)[C:9]2[CH:32]=[CH:33][CH:34]=[CH:35][C:8]1=2)([CH3:3])[CH3:2]>C(O)C.[Pd]>[CH:1]([N:4]([C:37]1[CH:42]=[CH:41][CH:40]=[CH:39][CH:38]=1)[C:5](=[O:36])[CH2:6][N:7]1[C:13](=[O:14])[C:12]([CH3:24])([CH2:15][CH2:16][CH2:17][C:18]2[CH:23]=[CH:22][CH:21]=[CH:20][CH:19]=2)[C:11](=[O:25])[N:10]([C:26]2[CH:27]=[CH:28][CH:29]=[CH:30][CH:31]=2)[C:9]2[CH:32]=[CH:33][CH:34]=[CH:35][C:8]1=2)([CH3:3])[CH3:2]. Procedure details: To a stirring solution of 40 mg (71.7 mmol) of N-Isopropyl-2-[3-methyl-2,4-dioxo-5-phenyl-3-(3-phenyl-allyl)-2,3,4,5-tetrahydro-benzo[b][1,4]diazepin-1-yl]-N-phenyl acetamide, prepared as in Example 11, in 3 mL absolute ethanol is added 10 mg of 10% palladium on carbon. The reaction vessel is placed on a Parr hydrogenation apparatus, evacuated, and then pressurized with H2 gas to 40 psi and shaken for 2 h at RT. The reaction mixture is filtered through Celite to remove the catalyst and the solve... The reactants are FB(F)F, C=CC(=O)OC, CCOCC, Cc1ccccc1, O=c1[nH]c(-c2ccc(C(F)(F)F)cc2)co1. The product is COC(=O)CCc1oc(=O)[nH]c1-c1ccc(C(F)(F)F)cc1. Reaction SMILES: [B:28]([F:29])([F:30])[F:31].[C:17]([CH:18]=[CH2:19])(=[O:20])[O:21][CH3:22].[CH2:23]([O:24][CH2:25][CH3:26])[CH3:27].[CH3:32][c:33]1[cH:34][cH:35][cH:36][cH:37][cH:38]1.[F:1][C:2]([c:3]1[cH:4][cH:5][c:6](-[c:9]2[nH:10][c:11](=[O:14])[o:12][cH:13]2)[cH:7][cH:8]1)([F:15])[F:16]>>[F:1][C:2]([c:3]1[cH:4][cH:5][c:6](-[c:9]2[nH:10][c:11](=[O:14])[o:12][c:13]2[CH2:19][CH2:18][C:17](=[O:20])[O:21][CH3:22])[cH:7][cH:8]1)([F:15])[F:16]. Starting materials: CCOC(=O)Cl, Cl, Nc1ccc(Cl)cc1, c1ccncc1. Yields the product CCOC(=O)Nc1ccc(Cl)cc1. As a reaction SMILES: [Cl:9][C:10](=[O:11])[O:12][CH2:13][CH3:14].[ClH:15].[NH2:1][c:2]1[cH:3][cH:4][c:5]([Cl:6])[cH:7][cH:8]1.[cH:16]1[cH:17][cH:18][n:19][cH:20][cH:21]1>>[NH:1]([c:2]1[cH:3][cH:4][c:5]([Cl:6])[cH:7][cH:8]1)[C:10](=[O:11])[O:12][CH2:13][CH3:14].